This data is from the Open Reaction Database (ORD), a public repository of structured organic reaction records. The task is: describe an organic reaction: reactants, conditions, products, and yield Reported procedure: To a solution of 1,1-dimethylethyl 7-(5-acetyl-2-{[(4-ethyl-2-pyridinyl)methyl]oxy}phenyl)-1,2,4,5-tetrahydro-3H-3-benzazepine-3-carboxylate, (0.217 g) in DCM (3 ml) was added TFA (0.4 ml). This was stirred at room temperature. After completion of reaction by tlc, the reaction mixture was concentrated in vacuo and purified by preparative hplc. Product fractions were concentrated in vacuo and the product obtained was partitioned between DCM and aqueous sodium bicarbonate. The organics were dried ... Reaction SMILES: [C:1]([C:4]1[CH:5]=[CH:6][C:7]([O:28][CH2:29][C:30]2[CH:35]=[C:34]([CH2:36][CH3:37])[CH:33]=[CH:32][N:31]=2)=[C:8]([C:10]2[CH:27]=[CH:26][C:13]3[CH2:14][CH2:15][N:16](C(OC(C)(C)C)=O)[CH2:17][CH2:18][C:12]=3[CH:11]=2)[CH:9]=1)(=[O:3])[CH3:2].C(O)(C(F)(F)F)=O>C(Cl)Cl>[CH2:36]([C:34]1[CH:33]=[CH:32][N:31]=[C:30]([CH2:29][O:28][C:7]2[CH:6]=[CH:5][C:4]([C:1](=[O:3])[CH3:2])=[CH:9][C:8]=2[C:10]2[CH:27]=[CH:26][C:13]3[CH2:14][CH2:15][NH:16][CH2:17][CH2:18][C:12]=3[CH:11]=2)[CH:35]=1)[CH3:37]. The product is C(C)C1=CC(=NC=C1)COC1=C(C=C(C=C1)C(C)=O)C1=CC2=C(CCNCC2)C=C1 (1-[4-{[(4-ethyl-2-pyridinyl)methyl]oxy}-3-(2,3,4,5-tetrahydro-1H-3-benzazepin-7-yl)phenyl]ethanone). Solvent: C(Cl)Cl (DCM). Starting materials: C(C)(=O)C=1C=CC(=C(C1)C1=CC2=C(CCN(CC2)C(=O)OC(C)(C)C)C=C1)OCC1=NC=CC(=C1)CC (1,1-dimethylethyl 7-(5-acetyl-2-{[(4-ethyl-2-pyridinyl)methyl]oxy}phenyl)-1,2,4,5-tetrahydro-3H-3-benzazepine-3-carboxylate), C(=O)(C(F)(F)F)O (TFA). As a reaction SMILES: [C:1]([CH2:2][CH2:3][CH2:4][CH2:5][CH2:6][CH2:7][CH2:8][CH2:9][CH2:10][CH2:11][CH2:12][CH2:13][CH2:14][CH2:15][CH2:16][CH2:17][CH3:18])(=[O:19])[N:20]1[CH2:21][CH:22]([OH:24])[CH2:23]1.[ClH:25].[O:26]1[CH2:27][CH2:28][CH2:29][CH2:30]1>>[CH2:1]([CH2:2][CH2:3][CH2:4][CH2:5][CH2:6][CH2:7][CH2:8][CH2:9][CH2:10][CH2:11][CH2:12][CH2:13][CH2:14][CH2:15][CH2:16][CH2:17][CH3:18])[N:20]1[CH2:21][CH:22]([OH:24])[CH2:23]1.[ClH:25]. The reactants are CCCCCCCCCCCCCCCCCC(=O)N1CC(O)C1, Cl, C1CCOC1. Product: CCCCCCCCCCCCCCCCCCN1CC(O)C1, Cl. Starting materials: CC(C)[Si](Cl)(C(C)C)C(C)C, CN(C)C=O, O=Cc1ccc(O)cc1, c1c[nH]cn1. Product: CC(C)[Si](Oc1ccc(C=O)cc1)(C(C)C)C(C)C. Reaction SMILES: [CH:15]([CH3:16])([CH3:17])[Si:18]([CH:19]([CH3:20])[CH3:21])([CH:22]([CH3:23])[CH3:24])[Cl:25].[O:26]=[CH:27][N:28]([CH3:29])[CH3:30].[OH:1][c:2]1[cH:3][cH:4][c:5]([CH:6]=[O:7])[cH:8][cH:9]1.[nH:10]1[cH:11][cH:12][n:13][cH:14]1>>[O:1]([c:2]1[cH:3][cH:4][c:5]([CH:6]=[O:7])[cH:8][cH:9]1)[Si:18]([CH:15]([CH3:16])[CH3:17])([CH:19]([CH3:20])[CH3:21])[CH:22]([CH3:23])[CH3:24]. Yields the product CC(C)(O)c1ccc2c(c1)C(=CCCN1CCC(O)(c3ccc(Cl)c([N+](=O)[O-])c3)CC1)c1cccnc1CO2. The reactants are CC(C)(O)c1ccc2c(c1)C(=CCCBr)c1cccnc1CO2, CC(C)O, O=[N+]([O-])c1cc(C2(O)CCNCC2)ccc1Cl, [I-], [K+], Cc1cccc(C)n1. Reaction SMILES: [Br:28][CH2:29][CH2:30][CH:31]=[C:32]1[c:33]2[c:34]([cH:43][cH:44][c:45]([C:47]([CH3:48])([CH3:49])[OH:50])[cH:46]2)[O:35][CH2:36][c:37]2[c:38]1[cH:39][cH:40][cH:41][n:42]2.[CH:51]([OH:52])([CH3:53])[CH3:54].[Cl:1][c:2]1[c:3]([N+:15](=[O:16])[O-:17])[cH:4][c:5]([C:8]2([OH:14])[CH2:9][CH2:10][NH:11][CH2:12][CH2:13]2)[cH:6][cH:7]1.[I-:27].[K+:26].[n:18]1[c:19]([CH3:20])[cH:21][cH:22][cH:23][c:24]1[CH3:25]>>[Cl:1][c:2]1[c:3]([N+:15](=[O:16])[O-:17])[cH:4][c:5]([C:8]2([OH:14])[CH2:9][CH2:10][N:11]([CH2:29][CH2:30][CH:31]=[C:32]3[c:33]4[c:34]([cH:43][cH:44][c:45]([C:47]([CH3:48])([CH3:49])[OH:50])[cH:46]4)[O:35][CH2:36][c:37]4[c:38]3[cH:39][cH:40][cH:41][n:42]4)[CH2:12][CH2:13]2)[cH:6][cH:7]1. The reactants are COC=1C=C(C=CCCl)C=CC1 (3-methoxy-cinnamyl chloride), NC=1SC=2CCNCCC2N1 (2-amino-4,5,7,8-tetrahydro-6H-thiazolo[5,4-d]azepine). Run in C(Cl)(Cl)Cl (chloroform). Yields the product NC=1SC=2CCN(CCC2N1)CC=CC1=CC(=CC=C1)OC (2-Amino-6-(3-(3-methoxy-phenyl)allyl)-4,5,7,8-tetrahydro-6H-thiazolo[5,4-d]azepine). Yield: 21.0%. Reaction SMILES: [CH3:1][O:2][C:3]1[CH:4]=[C:5]([CH:10]=[CH:11][CH:12]=1)[CH:6]=[CH:7][CH2:8]Cl.[NH2:13][C:14]1[S:15][C:16]2[CH2:17][CH2:18][NH:19][CH2:20][CH2:21][C:22]=2[N:23]=1>C(Cl)(Cl)Cl>[NH2:13][C:14]1[S:15][C:16]2[CH2:17][CH2:18][N:19]([CH2:8][CH:7]=[CH:6][C:5]3[CH:10]=[CH:11][CH:12]=[C:3]([O:2][CH3:1])[CH:4]=3)[CH2:20][CH2:21][C:22]=2[N:23]=1. Procedure: Prepared from 3-methoxy-cinnamyl chloride and 2 equivalents of 2-amino-4,5,7,8-tetrahydro-6H-thiazolo[5,4-d]azepine in chloroform. -Yield: 21% of theory, Melting point: 120°-124° C. The reactants are Cl.OC1=C(C(=O)OC)C=C(C=C1)C(CN1CCN(CC1)C1=CC=C(C=C1)OC)O (methyl 2-hydroxy-5-[1-hydroxy-2-[4-(4-methoxyphenyl)-1-piperazinyl]ethyl]benzoate hydrochloride), CN (methylamine), N (ammonia), Cl.OC1=C(C(=O)OC)C=C(C=C1)C(CN1CCN(CC1)C1=C(C=CC=C1)OC)O (methyl 2-hydroxy-5-[1-hydroxy-2-[4-(2-methoxyphenyl)-1-piperazinyl]ethyl]benzoate hydrochloride), Cl.OC1=C(C(=O)OC)C=C(C=C1)C(CN1CCN(CC1)C1=C(C=CC=C1)C)O (methyl 2-hydroxy-5-[1-hydroxy-2-[4-(2-methylphenyl)-1-piperazinyl]ethyl]benzoate hydrochloride). Product: O.Cl.OC1=C(C(=O)NC)C=C(C=C1)C(CN1CCN(CC1)C1=CC=C(C=C1)OC)O (2-hydroxy-5-[1-hydroxy-2-[4-(4-methoxyphenyl)-1-piperazinyl]ethyl]-N-methylbenzamide monohydrochloride hydrate). Reaction SMILES: [ClH:1].[OH:2][C:3]1[CH:12]=[CH:11][C:10]([CH:13]([OH:29])[CH2:14][N:15]2[CH2:20][CH2:19][N:18]([C:21]3[CH:26]=[CH:25][C:24]([O:27][CH3:28])=[CH:23][CH:22]=3)[CH2:17][CH2:16]2)=[CH:9][C:4]=1[C:5](OC)=[O:6].Cl.OC1C=CC(C(O)[CH2:43][N:44]2CCN(C3C=CC=CC=3OC)CC2)=CC=1C(OC)=O.Cl.OC1C=CC(C(O)CN2CCN(C3C=CC=CC=3C)CC2)=CC=1C(OC)=O.CN.N>>[OH2:2].[ClH:1].[OH:2][C:3]1[CH:12]=[CH:11][C:10]([CH:13]([OH:29])[CH2:14][N:15]2[CH2:16][CH2:17][N:18]([C:21]3[CH:22]=[CH:23][C:24]([O:27][CH3:28])=[CH:25][CH:26]=3)[CH2:19][CH2:20]2)=[CH:9][C:4]=1[C:5]([NH:44][CH3:43])=[O:6] |f:0.1,2.3,4.5,8.9.10|. Reported procedure: Following essentially the same procedure but substituting methyl 2-hydroxy-5-[1-hydroxy-2-[4-(4-methoxyphenyl)-1-piperazinyl]ethyl]benzoate hydrochloride and methyl 2-hydroxy-5-[1-hydroxy-2-[4-(2-methoxyphenyl)-1-piperazinyl]ethyl]benzoate hydrochloride for the methyl 2-hydroxy-5-[1-hydroxy-2-[4-(2-methylphenyl)-1-piperazinyl]ethyl]benzoate hydrochloride above and using gaseous methylamine in lieu of ammonia results in the preparation of 2-hydroxy-5-[1-hydroxy-2-[4-(4-methoxyphenyl)-1-piperaziny... Reactants: [BH4-].[Na+] (Sodium borohydride), [BH4-] (borohydride), CS(=O)(=O)NC1=CC=C(C=C1)N1CCN(CC1)CC(=O)C1=CC=C(C=C1)NS(=O)(=O)C (1-(4-Methanesulphonamidophenyl)-4-(4-methanesulphonamidophenacyl)piperazine), [BH4-].[Na+] (sodium borohydride). Run in O (water), C(C)O (ethanol), CN(C=O)C (dimethylformamide). Reaction conditions: time 2 hour. Product: CS(=O)(=O)NC1=CC=C(C=C1)N1CCN(CC1)CC(C1=CC=C(C=C1)NS(=O)(=O)C)O (1-(4-Methanesulphonamidophenyl)-4-[2-hydroxy-2-(4-methanesulphonamidophenyl)ethyl]piperazine). RXN SMILES: [CH3:1][S:2]([NH:5][C:6]1[CH:11]=[CH:10][C:9]([N:12]2[CH2:17][CH2:16][N:15]([CH2:18][C:19]([C:21]3[CH:26]=[CH:25][C:24]([NH:27][S:28]([CH3:31])(=[O:30])=[O:29])=[CH:23][CH:22]=3)=[O:20])[CH2:14][CH2:13]2)=[CH:8][CH:7]=1)(=[O:4])=[O:3].[BH4-].[Na+].[BH4-]>C(O)C.CN(C)C=O.O>[CH3:1][S:2]([NH:5][C:6]1[CH:7]=[CH:8][C:9]([N:12]2[CH2:13][CH2:14][N:15]([CH2:18][CH:19]([OH:20])[C:21]3[CH:26]=[CH:25][C:24]([NH:27][S:28]([CH3:31])(=[O:30])=[O:29])=[CH:23][CH:22]=3)[CH2:16][CH2:17]2)=[CH:10][CH:11]=1)(=[O:3])=[O:4] |f:1.2|. Procedure: 1-(4-Methanesulphonamidophenyl)-4-(4-methanesulphonamidophenacyl)piperazine [see Example 5(D)] (0.77 g) was dissolved in ethanol (3 ml) and dimethylformamide (5 ml). Sodium borohydride (0.125 g) was then added portionwise over 5 minutes, and the mixture was stirred for 21/2 hours at ambient temperature. A further 25 mg. sodium borohydride was then added and the reaction mixture was heated at 60° for 2 hours. A further 20 mg. of borohydride was added, and the reaction mixture was heated at 70° fo... Starting materials: [Ag+], CC(C)C(=O)O, Clc1ccc(Cl)nn1, O=[N+]([O-])[O-], [NH4+], [NH4+], [NH4+], [OH-], O, O=S(=O)(O)O, O=S(=O)([O-])OOS(=O)(=O)[O-], O=S(=O)([O-])OOS(=O)(=O)[O-]. Yields the product CC(C)c1cc(Cl)nnc1Cl. As a reaction SMILES: [Ag+:48].[CH3:9][CH:10]([CH3:11])[C:12](=[O:13])[OH:14].[Cl:1][c:2]1[n:3][n:4][c:5]([Cl:8])[cH:6][cH:7]1.[N+:44]([O-:45])([O-:46])=[O:47].[NH4+:30].[NH4+:31].[NH4+:42].[OH-:43].[OH2:49].[S:15](=[O:16])(=[O:17])([OH:18])[OH:19].[S:20]([O:21][O:22][S:23]([O-:24])(=[O:25])=[O:26])([O-:27])(=[O:28])=[O:29].[S:32]([O:33][O:34][S:35]([O-:36])(=[O:37])=[O:38])([O-:39])(=[O:40])=[O:41]>>[Cl:1][c:2]1[n:3][n:4][c:5]([Cl:8])[cH:6][c:7]1[CH:10]([CH3:9])[CH3:11].